The task is: describe an organic reaction: reactants, conditions, products, and yield. This data is from the Open Reaction Database (ORD), a public repository of structured organic reaction records. The reactants are OC1=NOC(=C1)C(=O)OC (methyl 3-hydroxy-5-isoxazolecarboxylate), C(=O)(OC(C)(C)C)N1CCC(CC1)CCCI (3-(N-Boc-Piperidin-4-yl)propyl iodide), C(=O)([O-])[O-].[Cs+].[Cs+] (Cs2CO3), CN(C)C=O (DMF). Run in CCOCC (ether). Product: C(=O)(OC(C)(C)C)N1CCC(CC1)CCCOC1=NOC(=C1)C(=O)OC (Methyl 3-[3-(N-BOC-Piperidin-4-yl)propyloxy]isoxazole-5-carboxylate). As a reaction SMILES: [OH:1][C:2]1[CH:6]=[C:5]([C:7]([O:9][CH3:10])=[O:8])[O:4][N:3]=1.[C:11]([N:18]1[CH2:23][CH2:22][CH:21]([CH2:24][CH2:25][CH2:26]I)[CH2:20][CH2:19]1)([O:13][C:14]([CH3:17])([CH3:16])[CH3:15])=[O:12].C([O-])([O-])=O.[Cs+].[Cs+].CN(C=O)C>CCOCC>[C:11]([N:18]1[CH2:19][CH2:20][CH:21]([CH2:24][CH2:25][CH2:26][O:1][C:2]2[CH:6]=[C:5]([C:7]([O:9][CH3:10])=[O:8])[O:4][N:3]=2)[CH2:22][CH2:23]1)([O:13][C:14]([CH3:17])([CH3:16])[CH3:15])=[O:12] |f:2.3.4|. Procedure: A mixture of methyl 3-hydroxy-5-isoxazolecarboxylate (Aldrich) (3-5) (286 mg, 2.0 mmol), 3-4 (706 mg, 2.0 mmol), Cs2CO3 (650 mg, 2.0 mmol), and DMF (10 mL) was stirred at ambient temperature. After 72 hours the reaction mixture was diluted with ether and then washed with H2O and brine, dried (MgSO4), and concentrated. Flash chromatography (silica, 4% acetone/CH2Cl2) gave 3-6 as a colorless solid. Rf 0.54 (silica, 40 %EtOAc/hexanes). Reactants: NC=1SC=CN1 (2-aminothiazole), C1(=CC=CC=C1)P(C1=CC=CC=C1)C1=CC=CC=C1 (triphenylphosphine), BrN1C(CCC1=O)=O (N-bromosuccinimide), ClC1=C(C=C(C=C1)C(C(=O)O)CC1CCCC1)[N+](=O)[O-] (2-(4-chloro-3-nitro-phenyl)-3-cyclopentyl-propionic acid), hexanes ethyl acetate. Solvent: C(Cl)Cl (methylene chloride). Conditions: temperature 0 celsius, time 20 minute. Yields the product ClC1=C(C=C(C=C1)C(C(=O)NC=1SC=CN1)CC1CCCC1)[N+](=O)[O-] (2-(4-chloro-3-nitro-phenyl)-3-cyclopentyl-N-thiazol-2-yl-propionamide). Yield: 72.9%. Reaction SMILES: C1(P(C2C=CC=CC=2)C2C=CC=CC=2)C=CC=CC=1.BrN1C(=O)CCC1=O.[Cl:28][C:29]1[CH:34]=[CH:33][C:32]([CH:35]([CH2:39][CH:40]2[CH2:44][CH2:43][CH2:42][CH2:41]2)[C:36]([OH:38])=O)=[CH:31][C:30]=1[N+:45]([O-:47])=[O:46].[NH2:48][C:49]1[S:50][CH:51]=[CH:52][N:53]=1>C(Cl)Cl>[Cl:28][C:29]1[CH:34]=[CH:33][C:32]([CH:35]([CH2:39][CH:40]2[CH2:44][CH2:43][CH2:42][CH2:41]2)[C:36]([NH:48][C:49]2[S:50][CH:51]=[CH:52][N:53]=2)=[O:38])=[CH:31][C:30]=1[N+:45]([O-:47])=[O:46]. Procedure details: A solution of triphenylphosphine (105 mg, 0.403 mmol) in methylene chloride (1 mL) was cooled to 0° C. and then slowly treated with N-bromosuccinimide (72 mg, 0.403 mmol). The reaction mixture was stirred at 0° C. for 20 min and then treated with 2-(4-chloro-3-nitro-phenyl)-3-cyclopentyl-propionic acid (100 mg, 0.336 mmol). The resulting reaction mixture was stirred at 0° C. for 10 min and then allowed to warm to 25° C. where it was stirred for 20 min. The reaction mixture was then treated with ... Starting materials: COc1cccc(-c2csc(N3CCNCC3)n2)c1, Cc1noc(NC(=O)OCC(Cl)(Cl)Cl)c1C, CS(C)=O, CCN(C(C)C)C(C)C, O. Yields the product COc1cccc(-c2csc(N3CCN(C(=O)Nc4onc(C)c4C)CC3)n2)c1. Reaction SMILES: [CH3:17][O:18][c:19]1[cH:20][c:21](-[c:25]2[n:26][c:27]([N:30]3[CH2:31][CH2:32][NH:33][CH2:34][CH2:35]3)[s:28][cH:29]2)[cH:22][cH:23][cH:24]1.[CH3:1][c:2]1[n:3][o:4][c:5]([NH:8][C:9]([O:10][CH2:11][C:12]([Cl:13])([Cl:14])[Cl:15])=[O:16])[c:6]1[CH3:7].[CH3:46][S:47](=[O:48])[CH3:49].[CH:36]([N:37]([CH:38]([CH3:39])[CH3:40])[CH2:41][CH3:42])([CH3:43])[CH3:44].[OH2:45]>>[CH3:1][c:2]1[n:3][o:4][c:5]([NH:8][C:9](=[O:16])[N:33]2[CH2:32][CH2:31][N:30]([c:27]3[n:26][c:25](-[c:21]4[cH:20][c:19]([O:18][CH3:17])[cH:24][cH:23][cH:22]4)[cH:29][s:28]3)[CH2:35][CH2:34]2)[c:6]1[CH3:7]. The reactants are Cn1ncnc1CCl, [H-], [Na+], CN(C)C=O, O, COC(=O)c1cc2nnn(-c3ccccc3)c2[nH]c1=O. Product: COC(=O)c1cc2nnn(-c3ccccc3)c2nc1OCc1ncnn1C. As a reaction SMILES: [CH3:23][n:24]1[n:25][cH:26][n:27][c:28]1[CH2:29][Cl:30].[H-:21].[Na+:22].[O:32]=[CH:33][N:34]([CH3:35])[CH3:36].[OH2:31].[c:1]1(-[n:7]2[n:8][n:9][c:10]3[c:11]2[nH:12][c:13](=[O:20])[c:14]([C:16](=[O:17])[O:18][CH3:19])[cH:15]3)[cH:2][cH:3][cH:4][cH:5][cH:6]1>>[c:1]1(-[n:7]2[n:8][n:9][c:10]3[c:11]2[n:12][c:13]([O:20][CH2:29][c:28]2[n:24]([CH3:23])[n:25][cH:26][n:27]2)[c:14]([C:16](=[O:17])[O:18][CH3:19])[cH:15]3)[cH:2][cH:3][cH:4][cH:5][cH:6]1. Starting materials: Cl.CN (methylamine hydrochloride), C([O-])([O-])=O.[K+].[K+] (potassium carbonate), C(#N)C=1C=C(OC2=NC(=CC(=C2)C(=O)OCC)OC2=CC(=CC=C2)C#N)C=CC1 (2,6-bis(3-cyanophenoxy)pyridine-4-carboxylic acid, ethyl ester), [OH-].[Li+] (lithium hydroxide), S(=O)(Cl)Cl (thionyl chloride). The solvent is O1CCCC1.O (tetrahydrofuran water). Reaction conditions: time 1.5 hour. Yields the product C(#N)C=1C=C(OC2=NC(=CC(=C2)C(=O)NC)OC2=CC(=CC=C2)C#N)C=CC1 (2,6-bis(3-cyanophenoxy)-N-methylpyridine-4-carboxamide). As a reaction SMILES: [C:1]([C:3]1[CH:4]=[C:5]([CH:27]=[CH:28][CH:29]=1)[O:6][C:7]1[CH:12]=[C:11]([C:13](OCC)=[O:14])[CH:10]=[C:9]([O:18][C:19]2[CH:24]=[CH:23][CH:22]=[C:21]([C:25]#[N:26])[CH:20]=2)[N:8]=1)#[N:2].[OH-].[Li+].S(Cl)(Cl)=O.Cl.[CH3:37][NH2:38].C(=O)([O-])[O-].[K+].[K+]>O1CCCC1.O>[C:1]([C:3]1[CH:4]=[C:5]([CH:27]=[CH:28][CH:29]=1)[O:6][C:7]1[CH:12]=[C:11]([C:13]([NH:38][CH3:37])=[O:14])[CH:10]=[C:9]([O:18][C:19]2[CH:24]=[CH:23][CH:22]=[C:21]([C:25]#[N:26])[CH:20]=2)[N:8]=1)#[N:2] |f:1.2,4.5,6.7.8,9.10|. Procedure: To 2,6-bis(3-cyanophenoxy)pyridine-4-carboxylic acid, ethyl ester (1.6 g, 4.0 mmol) in tetrahydrofuran/water (50 mL, 1/1) was added lithium hydroxide (0.85 g, 20 mmol). After stirring for 1.5 hours the reaction was partitioned with 1 M HCl and ethyl acetate. The organic layer was separated, dried (MgSO4), and the solvent was removed in vacuo. The residue was dissolved in methylene chloride (50 mL) and thionyl chloride (2.4 g, 20 mmol) was added. After stirring for 2 hours the solvent was removed... Starting materials: C1(CCCCC1)N (Cyclohexylamine), 20a, C1(CCCCC1)=O (cyclohexanone), 2a. Run in C1=CC=CC=C1 (benzene). Conditions: temperature 80 celsius. The product is C1(CCCCC1)N=C1CCCCC1 (cyclohexyl-cyclohexylidene-amine), 20b. Yield: 88.0%. RXN SMILES: [CH:1]1([NH2:7])[CH2:6][CH2:5][CH2:4][CH2:3][CH2:2]1.[C:8]1(=O)[CH2:13][CH2:12][CH2:11][CH2:10][CH2:9]1>C1C=CC=CC=1>[CH:1]1([N:7]=[C:8]2[CH2:13][CH2:12][CH2:11][CH2:10][CH2:9]2)[CH2:6][CH2:5][CH2:4][CH2:3][CH2:2]1. Reported procedure: Cyclohexylamine Compound 20a (4.64 g, 46.50 mmol) was added to a solution of cyclohexanone Compound 2a (4.0 g, 46.50 mmol) in benzene (100 mL) at ambient temperature under a N2 atmosphere. The mixture was refluxed at 80° C. for 5 hours, using a Dean Stark apparatus for the removal of water, and concentrated to dryness. The crude product was purified by distillation at aspirator pressure to afford cyclohexyl-cyclohexylidene-amine Compound 20b (7.33 g, 88%) as a clear oil. The reactants are O=C(OC(Cl)(Cl)Cl)OC(Cl)(Cl)Cl, Nc1ccc2nc(NC3CCc4ccccc43)ccc2c1, NC1CCOCC1. Yields the product O=C(Nc1ccc2nc(NC3CCc4ccccc43)ccc2c1)NC1CCOCC1. As a reaction SMILES: [C:1]([O:2][C:3]([Cl:4])([Cl:5])[Cl:6])([O:7][C:8]([Cl:9])([Cl:10])[Cl:11])=[O:12].[CH:20]1([NH:29][c:30]2[n:31][c:32]3[cH:33][cH:34][c:35]([NH2:40])[cH:36][c:37]3[cH:38][cH:39]2)[CH2:21][CH2:22][c:23]2[cH:24][cH:25][cH:26][cH:27][c:28]21.[NH2:13][CH:14]1[CH2:15][CH2:16][O:17][CH2:18][CH2:19]1>>[C:1](=[O:12])([NH:13][CH:14]1[CH2:15][CH2:16][O:17][CH2:18][CH2:19]1)[NH:40][c:35]1[cH:34][cH:33][c:32]2[n:31][c:30]([NH:29][CH:20]3[CH2:21][CH2:22][c:23]4[cH:24][cH:25][cH:26][cH:27][c:28]43)[cH:39][cH:38][c:37]2[cH:36]1. Reactants: C1(=CC=CC=C1)NC(OC=1C=C2CCN(C2=CC1)CC1=CC=CC=C1)=O (1-benzylindolin-5-yl phenylcarbamate). Reagents/catalysts: [OH-].[Pd+2].[OH-] (palladium hydroxide). The solvent is C(C)(C)O (isopropylalcohol). Reaction conditions: time 3 hour. Yields the product C1(=CC=CC=C1)NC(OC=1C=C2CCNC2=CC1)=O (indolin-5-yl phenylcarbamate). The yield is 52.0%. Reaction SMILES: [C:1]1([NH:7][C:8](=[O:26])[O:9][C:10]2[CH:11]=[C:12]3[C:16](=[CH:17][CH:18]=2)[N:15](CC2C=CC=CC=2)[CH2:14][CH2:13]3)[CH:6]=[CH:5][CH:4]=[CH:3][CH:2]=1>C(O)(C)C.[OH-].[Pd+2].[OH-]>[C:1]1([NH:7][C:8](=[O:26])[O:9][C:10]2[CH:11]=[C:12]3[C:16](=[CH:17][CH:18]=2)[NH:15][CH2:14][CH2:13]3)[CH:2]=[CH:3][CH:4]=[CH:5][CH:6]=1 |f:2.3.4|. Procedure: To a solution of 1-benzylindolin-5-yl phenylcarbamate (30 mg, 87 μmol) in 3.0 mL of isopropylalcohol was added palladium hydroxide 10% on carbon (60 mg) under nitrogen. After the vessel was purged with hydrogen, the reaction mixture was stirred under 1 atm of hydrogen at room temperature for 3 h. After the vessel was purged with nitrogen, the reaction mixture was filtered to remove palladium hydroxide 10% on carbon. The filtrate was concentrated in vacuo, and the residue was purified by silica g... Reactants: C(C)#N (Acetonitrile), C1(CCCCC1)C(=O)OC (methyl cyclohexanecarboxylate), [H-].[Na+] (Sodium hydride), ice water. Solvent: C1=CC=CC=C1 (benzene), C1=CC=CC=C1 (benzene), C1=CC=CC=C1 (benzene). Product: C1(CCCCC1)C(=O)CC#N (cyanomethyl cyclohexyl ketone). As a reaction SMILES: [H-].[Na+].[C:3](#[N:5])[CH3:4].[CH:6]1([C:12](OC)=[O:13])[CH2:11][CH2:10][CH2:9][CH2:8][CH2:7]1>C1C=CC=CC=1>[CH:6]1([C:12]([CH2:4][C:3]#[N:5])=[O:13])[CH2:11][CH2:10][CH2:9][CH2:8][CH2:7]1 |f:0.1|. Procedure: 60% Sodium hydride (oil suspension) is added to benzene (90 ml) and the mixture is refluxed under heating. Acetonitrile (23 ml) dissolved in benzene (23 ml) is added and the mixture is refluxed for 1 hour. A solution of methyl cyclohexanecarboxylate (63 g) dissolved in benzene (70 ml) is dropwise added and the mixture is refluxed under heating for 5 hours. After the completion of the reaction, the mixture is cooled to room temperature and poured into ice water (200 ml). The organic layer is remo... Starting materials: C(CC)C1=C(O)C=CC=C1O (2-propylresorcinol), CCOCC (ether), Cl (hydrogen chloride). The reagents and catalysts are [C-]#N.[Zn+2].[C-]#N (Zinc cyanide). Run at time 30 minute. The product is OC1=C(C=O)C=CC(=C1CCC)O (2,4-Dihydroxy-3-propylbenzaldehyde). RXN SMILES: [CH2:1]([C:4]1[C:10]([OH:11])=[CH:9][CH:8]=[CH:7][C:5]=1[OH:6])[CH2:2][CH3:3].Cl.C[CH2:14][O:15]CC>[C-]#N.[Zn+2].[C-]#N>[OH:11][C:10]1[C:4]([CH2:1][CH2:2][CH3:3])=[C:5]([OH:6])[CH:7]=[CH:8][C:9]=1[CH:14]=[O:15] |f:3.4.5|. Procedure: Zinc cyanide (24 g) was added to a stirred suspension of 2-propylresorcinol (32.4 g) in dry ether (150 ml) and the resulting mixture saturated with hydrogen chloride. After being left to stand at room temperature for 30 minutes the ether was decanted and the remaining solid heated on the steam bath with water for 30 minutes.